From a dataset of the Open Reaction Database (ORD), a public repository of structured organic reaction records. describe an organic reaction: reactants, conditions, products, and yield The product is C(C)(C)OC=1C=2N=CN([C@H]3C[C@H](O)[C@@H](CO)O3)C2N=C(N1)N (O6 -isopropyldeoxyguanosine), COC=1C=2N=CN([C@H]3C[C@H](O)[C@@H](CO)O3)C2N=C(N1)N (O6 -methyldeoxyguanosine), C(C)OC=1C=2N=CN([C@H]3C[C@H](O)[C@@H](CO)O3)C2N=C(N1)N (O6 -ethyldeoxyguanosine). As a reaction SMILES: [C@@H:1]1([N:9]2[C:19]3[N:18]=[C:16]([NH2:17])[NH:15][C:13](=[O:14])[C:12]=3[N:11]=[CH:10]2)[O:8][C@H:5]([CH2:6][OH:7])[C@@H:3]([OH:4])[CH2:2]1.N1C=C[CH:23]=[CH:22][CH:21]=1>>[CH:22]([O:14][C:13]1[C:12]2[N:11]=[CH:10][N:9]([C:19]=2[N:18]=[C:16]([NH2:17])[N:15]=1)[C@@H:1]1[O:8][C@H:5]([CH2:6][OH:7])[C@@H:3]([OH:4])[CH2:2]1)([CH3:23])[CH3:21].[CH3:21][O:14][C:13]1[C:12]2[N:11]=[CH:10][N:9]([C:19]=2[N:18]=[C:16]([NH2:17])[N:15]=1)[C@@H:1]1[O:8][C@H:5]([CH2:6][OH:7])[C@@H:3]([OH:4])[CH2:2]1.[CH2:21]([O:14][C:13]1[C:12]2[N:11]=[CH:10][N:9]([C:19]=2[N:18]=[C:16]([NH2:17])[N:15]=1)[C@@H:1]1[O:8][C@H:5]([CH2:6][OH:7])[C@@H:3]([OH:4])[CH2:2]1)[CH3:22]. Solvent: alcohol. The reactants are [C@@H]1(C[C@H](O)[C@@H](CO)O1)N1C=NC=2C(=O)NC(N)=NC12 (2'-deoxyguanosine), N1=CC=CC=C1 (pyridine), alkoxide, ethyl, isopropyl. Run at time 10 minute. Procedure: O6 -Methyldeoxyguanosine, O6 -ethyldeoxyguanosine and O6 -isopropyldeoxyguanosine are synthesized according to the published procedure of Fathi et al. (Tetrahedron Lett. 31:319-322, 1990). Trifluoroacetic anyhydride (2.3 mL, 16 mmol) is added to a cooled (0° C.) solution of 2'-deoxyguanosine (2 mmol, available from Sigma Chemical Company) in pyridine (10 mL). After 10 minutes, the appropriate alkoxide (4.3 g) in 300 mL of the appropriate alcohol (sodium methoxide in methanol for O6 -methyldeoxyg... Reactants: CN=C=O, CCOC(C)=O, CO, Cc1ccn2c(C)c(CCc3ccc(N)c(O)c3)nc2c1, C1CCOC1. Yields the product CNC(=O)Nc1ccc(CCc2nc3cc(C)ccn3c2C)cc1O. RXN SMILES: [CH3:22][N:23]=[C:24]=[O:25].[CH3:26][CH2:27][O:28][C:29](=[O:30])[CH3:31].[CH3:37][OH:38].[NH2:1][c:2]1[c:3]([OH:21])[cH:4][c:5]([CH2:8][CH2:9][c:10]2[n:11][c:12]3[n:13]([cH:14][cH:15][c:16]([CH3:18])[cH:17]3)[c:19]2[CH3:20])[cH:6][cH:7]1.[O:32]1[CH2:33][CH2:34][CH2:35][CH2:36]1>>[NH:1]([c:2]1[c:3]([OH:21])[cH:4][c:5]([CH2:8][CH2:9][c:10]2[n:11][c:12]3[n:13]([cH:14][cH:15][c:16]([CH3:18])[cH:17]3)[c:19]2[CH3:20])[cH:6][cH:7]1)[C:24]([NH:23][CH3:22])=[O:25]. Reactants: OC1CCC(CC1)NC(=O)C1=NNC=C1[N+](=O)[O-] (4-nitro-1H-pyrazole-3-carboxylic acid 4-hydroxy-cyclohexylamide), O1CC=CC=C1 (pyran), O1CCCC=C1 (3,4-dihydro-2H-pyran), O.C1(=CC=C(C=C1)S(=O)(=O)O)C (p-toluenesulphonic acid monohydrate). The solvent is C(Cl)(Cl)Cl (chloroform), C1CCOC1 (THF), C(Cl)Cl (CH2Cl2). Reaction conditions: time 8 hour. The product is O1C(CCCC1)OC1CCC(CC1)NC(=O)C1=NN(C=C1)C1OCCCC1 (tetrahydro-pyran-2-yl-1H-pyrazole-3-carboxylic acid [4-(tetrahydro-pyran-2-yloxy)-cyclohexyl]-amide). RXN SMILES: [OH:1][CH:2]1[CH2:7][CH2:6][CH:5]([NH:8][C:9]([C:11]2[C:15]([N+]([O-])=O)=[CH:14][NH:13][N:12]=2)=[O:10])[CH2:4][CH2:3]1.[O:19]1[CH:24]=[CH:23][CH2:22][CH2:21][CH2:20]1.O.C1(C)C=CC(S(O)(=O)=O)=CC=1.[O:37]1[CH:42]=[CH:41][CH:40]=[CH:39][CH2:38]1>C(Cl)Cl.C(Cl)(Cl)Cl.C1COCC1>[O:19]1[CH2:20][CH2:21][CH2:22][CH2:23][CH:24]1[O:1][CH:2]1[CH2:3][CH2:4][CH:5]([NH:8][C:9]([C:11]2[CH:15]=[CH:14][N:13]([CH:38]3[CH2:39][CH2:40][CH2:41][CH2:42][O:37]3)[N:12]=2)=[O:10])[CH2:6][CH2:7]1 |f:2.3|. Reported procedure: A solution of 4-nitro-1H-pyrazole-3-carboxylic acid 4-hydroxy-cyclohexylamide (1.95 g; 7.67 mmol) in a mix of THF (50 ml) and chloroform (100 ml), was treated with 3,4-dihydro-2H-pyran (1.54 ml, 15.34 mmol) and p-toluenesulphonic acid monohydrate (100 mg). The reaction mixture was stirred at room temperature overnight, and then excess pyran (0.9 ml) was added in total to bring reaction to completion. The reaction mixture was diluted with CH2Cl2 and washed successively with saturated aqueous sodi... Starting materials: BrCC(CS[C@@H]1[C@@H](C(N1)=O)NC(CC1=CC=CC=C1)=O)=O ((3R,4R)-4-(3'-bromoacetonylthio)-3-phenylacetamidoazetidin-2-one), C([O-])([O-])=O.[K+].[K+] (potassium carbonate). Run in CC(=O)C (acetone). Yields the product O=C1CS[C@H]2N(C1)C([C@H]2NC(CC2=CC=CC=C2)=O)=O ((6R,7R)-3-keto-7-phenylacetamidocepham). Isolated yield 12.8%. As a reaction SMILES: Br[CH2:2][C:3](=[O:21])[CH2:4][S:5][C@H:6]1[NH:9][C:8](=[O:10])[C@H:7]1[NH:11][C:12](=[O:20])[CH2:13][C:14]1[CH:19]=[CH:18][CH:17]=[CH:16][CH:15]=1.C(=O)([O-])[O-].[K+].[K+]>CC(C)=O>[O:21]=[C:3]1[CH2:2][N:9]2[C:8](=[O:10])[C@@H:7]([NH:11][C:12](=[O:20])[CH2:13][C:14]3[CH:19]=[CH:18][CH:17]=[CH:16][CH:15]=3)[C@H:6]2[S:5][CH2:4]1 |f:1.2.3|. Procedure: A solution of (3R,4R)-4-(3'-bromoacetonylthio)-3-phenylacetamidoazetidin-2-one (1 g., 2.7 mmole) in acetone (50 ml.) with potassium carbonate (2 g., 14.5 mmole) was stirred at 4° for 16 hours and at 22° for 4 hours. The mixture was filtered and evaporated under reduced pressure. The resulting gum was chromatographed on silica gel (10 × 4 cm.) with Analar chloroform as solvent to give a pale-yellow foam. Crystallisation from ethyl acetate gave (6R,7R)-3-keto-7-phenylacetamidocepham (0.1 g., 12.5%... The reactants are Cl.NC=1C=NC2=CC=CC=C2C1S (3-amino-4-mercapto-quinoline-hydrochloride), C(C1=CC=CC=C1)=O (benzaldehyde). Run in C(C)O (ethanol). The product is C1(=CC=CC=C1)C=1SC2=C(C=NC=3C=CC=CC23)N1 (2-phenyl-thiazolo[4,5-c]quinoline). Reaction SMILES: Cl.[NH2:2][C:3]1[CH:4]=[N:5][C:6]2[C:11]([C:12]=1[SH:13])=[CH:10][CH:9]=[CH:8][CH:7]=2.[CH:14](=O)[C:15]1[CH:20]=[CH:19][CH:18]=[CH:17][CH:16]=1>C(O)C>[C:15]1([C:14]2[S:13][C:12]3[C:11]4[CH:10]=[CH:9][CH:8]=[CH:7][C:6]=4[N:5]=[CH:4][C:3]=3[N:2]=2)[CH:20]=[CH:19][CH:18]=[CH:17][CH:16]=1 |f:0.1|. Reported procedure: A mixture of 20.52 g (0.1 mole) of 3-amino-4-mercapto-quinoline-hydrochloride, 10.61 g (0.1 mole) of freshly distilled benzaldehyde and 200 ml of ethanol is refluxed for 2 hours, whereupon air is bubbled through the reaction mixture for several days. The precipitated crystals are filtered and recrystallized from ethanol. Thus 13.5 g of 2-phenyl-thiazolo[4,5-c]quinoline are obtained. The melting point of this product is identical with that of the compound prepared according to Example 5.